Dataset: the Open Reaction Database (ORD), a public repository of structured organic reaction records. Task: describe an organic reaction: reactants, conditions, products, and yield Starting materials: CC(C)C(NC(=O)C(NC(=O)OC(C)(C)C)C(C)C)C(=O)O, C(=NC1CCCCC1)=NC1CCCCC1, ClCCl, [N-]=[N+]=NC1CC(n2cc(C=CBr)c(=O)[nH]c2=O)OC1CO. Yields the product CC(C)C(NC(=O)OC(C)(C)C)C(=O)NC(C(=O)OCC1OC(n2cc(C=CBr)c(=O)[nH]c2=O)CC1N=[N+]=[N-])C(C)C. As a reaction SMILES: [C:22]([CH3:23])([CH3:24])([CH3:25])[O:26][C:27](=[O:28])[NH:29][CH:30]([CH:31]([CH3:32])[CH3:33])[C:34](=[O:35])[NH:36][CH:37]([CH:38]([CH3:39])[CH3:40])[C:41](=[O:42])[OH:43].[CH:44]1([N:45]=[C:46]=[N:47][CH:48]2[CH2:49][CH2:50][CH2:51][CH2:52][CH2:53]2)[CH2:54][CH2:55][CH2:56][CH2:57][CH2:58]1.[Cl:59][CH2:60][Cl:61].[N:1](=[N+:2]=[N-:3])[CH:4]1[CH2:5][CH:6]([n:11]2[c:12](=[O:13])[nH:14][c:15](=[O:16])[c:17]([CH:19]=[CH:20][Br:21])[cH:18]2)[O:7][CH:8]1[CH2:9][OH:10]>>[N:1](=[N+:2]=[N-:3])[CH:4]1[CH2:5][CH:6]([n:11]2[c:12](=[O:13])[nH:14][c:15](=[O:16])[c:17]([CH:19]=[CH:20][Br:21])[cH:18]2)[O:7][CH:8]1[CH2:9][O:10][C:41]([CH:37]([NH:36][C:34]([CH:30]([NH:29][C:27]([O:26][C:22]([CH3:23])([CH3:24])[CH3:25])=[O:28])[CH:31]([CH3:32])[CH3:33])=[O:35])[CH:38]([CH3:39])[CH3:40])=[O:42].